describe an organic reaction: reactants, conditions, products, and yield From a dataset of the Open Reaction Database (ORD), a public repository of structured organic reaction records. Reactants: CCOC(=O)C=C1CN(C(c2ccccc2)(c2ccccc2)c2ccccc2)CCC1O[Si](C)(C)C(C)(C)C, CC(C)C[Al+]CC(C)C, Cc1ccccc1, [Cl-], ClCCl, [H-], [NH4+]. As a reaction SMILES: [C:1]([CH3:2])([CH3:3])([CH3:4])[Si:5]([O:6][CH:7]1[C:8](=[CH:32][C:33](=[O:34])[O:35][CH2:36][CH3:37])[CH2:9][N:10]([C:13]([c:14]2[cH:15][cH:16][cH:17][cH:18][cH:19]2)([c:20]2[cH:21][cH:22][cH:23][cH:24][cH:25]2)[c:26]2[cH:27][cH:28][cH:29][cH:30][cH:31]2)[CH2:11][CH2:12]1)([CH3:38])[CH3:39].[CH2:41]([Al+:42][CH2:43][CH:44]([CH3:45])[CH3:46])[CH:47]([CH3:48])[CH3:49].[CH3:55][c:56]1[cH:57][cH:58][cH:59][cH:60][cH:61]1.[Cl-:50].[Cl:52][CH2:53][Cl:54].[H-:40].[NH4+:51]>>[C:1]([CH3:2])([CH3:3])([CH3:4])[Si:5]([O:6][CH:7]1[C:8](=[CH:32][CH2:33][OH:34])[CH2:9][N:10]([C:13]([c:14]2[cH:15][cH:16][cH:17][cH:18][cH:19]2)([c:20]2[cH:21][cH:22][cH:23][cH:24][cH:25]2)[c:26]2[cH:27][cH:28][cH:29][cH:30][cH:31]2)[CH2:11][CH2:12]1)([CH3:38])[CH3:39]. The product is CC(C)(C)[Si](C)(C)OC1CCN(C(c2ccccc2)(c2ccccc2)c2ccccc2)CC1=CCO. Product: C(C)N1CC(OCC1)C1=CC=C(C=C1)NC1=NN2C(C=N1)=CC=C2C2=C(C=CC=C2)N(S(=O)(=O)C)C (N-(2-{2-[4-(4-Ethyl-morpholin-2-yl)-phenylamino]-pyrrolo[2,1-f][1,2,4]triazin-7-yl}-phenyl)-N-methyl-methanesulfonamide). As a reaction SMILES: [CH2:1]([N:3]1[CH2:8][CH2:7][O:6][CH:5]([C:9]2[CH:14]=[CH:13][C:12]([NH2:15])=[CH:11][CH:10]=2)[CH2:4]1)[CH3:2].CS([C:19]1[N:24]=[CH:23][C:22]2=[CH:25][CH:26]=[C:27]([C:28]3[CH:33]=[CH:32][CH:31]=[CH:30][C:29]=3[N:34]([CH3:39])[S:35]([CH3:38])(=[O:37])=[O:36])[N:21]2[N:20]=1)=O>>[CH2:1]([N:3]1[CH2:8][CH2:7][O:6][CH:5]([C:9]2[CH:14]=[CH:13][C:12]([NH:15][C:19]3[N:24]=[CH:23][C:22]4=[CH:25][CH:26]=[C:27]([C:28]5[CH:33]=[CH:32][CH:31]=[CH:30][C:29]=5[N:34]([CH3:39])[S:35]([CH3:38])(=[O:37])=[O:36])[N:21]4[N:20]=3)=[CH:11][CH:10]=2)[CH2:4]1)[CH3:2]. Reported procedure: Following a procedure analogous to 251c, 4-(4-Ethyl-morpholin-2-yl)-phenylamine (0.16 g, 78 mmol) and N-[2-(2-Methanesulfinyl-pyrrolo[2,1-f][1,2,4]triazin-7-yl)-phenyl]-N-methyl-methanesulfonamide (94 mg, 26 mmol) were converted to the title compound (35 mgs, 22%) isolated as a TFA salt. H-NMR (DMSO-d6) δ 9.89 (broad s, 1H), 9.56 (s, 1H), 9.00 (s, 1H), 7.79 (d, J=3.3 Hz, 1H), 7.69-7.66 (m, 3H), 7.59-7.58 (m, 2H), 7.20 (d, J=7.8 Hz, 2H), 6.99 (d, J=7.8 Hz, 2H), 4.63 (d, J=11.1 Hz, 1H), 4.18 (d, J... Yield: 0.3%. Starting materials: 251c, C(C)N1CC(OCC1)C1=CC=C(C=C1)N (4-(4-Ethyl-morpholin-2-yl)-phenylamine), CS(=O)C1=NN2C(C=N1)=CC=C2C2=C(C=CC=C2)N(S(=O)(=O)C)C (N-[2-(2-Methanesulfinyl-pyrrolo[2,1-f][1,2,4]triazin-7-yl)-phenyl]-N-methyl-methanesulfonamide). Starting materials: C1C(CC2=CC=CC=C12)(C(=O)O)C(=O)O (2,2-indandicarboxylic acid), S(O)(O)(=O)=O (sulfuric acid), C(C)O (ethanol). The product is C1C(CC2=CC=CC=C12)C(=O)OCC (ethyl 2-indancarboxylate). RXN SMILES: [CH2:1]1[C:9]2[C:4](=[CH:5][CH:6]=[CH:7][CH:8]=2)[CH2:3][C:2]1([C:13]([OH:15])=[O:14])C(O)=O.S(=O)(=O)(O)O.[CH2:21](O)[CH3:22]>>[CH2:3]1[C:4]2[C:9](=[CH:8][CH:7]=[CH:6][CH:5]=2)[CH2:1][CH:2]1[C:13]([O:15][CH2:21][CH3:22])=[O:14]. Procedure details: 11.7 g of 2,2-indandicarboxylic acid was heated at 200° C. for 30 minutes. After liberation of bubbles ceased, the reaction product was cooled and dissolved in 150 ml of ethanol. 4 ml of concentrated sulfuric acid was added to the solution and the mixture was heated under reflux for 4 hours. The reaction mixture was concentrated in vacuo and the residue was neutralized by addition of sodium carbonate. The mixture was extracted with chloroform. The extract was washed with water and dried and then... The reactants are COC(\C(=N/OC)\C1=C(C=CC=C1)OC=1C=C(C=CC1)C)=O (methyl-(Z)-2-[2-(3-tolyloxy)phenyl]-2-methoxyiminoacetate), CN (methylamine). Conditions: time 12 hour. Yields the product CNC(\C(=N/OC)\C1=C(C=CC=C1)OC=1C=C(C=CC1)C)=O ((Z)-N-methyl2-[2-(3-tolyloxy)phenyl]-2-methoxyiminoacetamide). RXN SMILES: C[O:2][C:3](=O)/[C:4](/[C:8]1[CH:13]=[CH:12][CH:11]=[CH:10][C:9]=1[O:14][C:15]1[CH:16]=[C:17]([CH3:21])[CH:18]=[CH:19][CH:20]=1)=[N:5]\[O:6][CH3:7].[CH3:23][NH2:24]>>[CH3:23][NH:24][C:3](=[O:2])/[C:4](/[C:8]1[CH:13]=[CH:12][CH:11]=[CH:10][C:9]=1[O:14][C:15]1[CH:16]=[C:17]([CH3:21])[CH:18]=[CH:19][CH:20]=1)=[N:5]\[O:6][CH3:7]. Procedure details: To Product (A') (286 mg), i.e. methyl-(Z)-2-[2-(3-tolyloxy)phenyl]-2-methoxyiminoacetate, 30% methanolic methylamine (197 mg) was added, followed by stirring at room temperature for 12 hours. Excess amine and methanol were removed from the mixture, which was subjected to silica gel column chromatography with a mixture of hexane and ethyl acetate to give 201 mg of (Z)-N-methyl2-[2-(3-tolyloxy)phenyl]-2-methoxyiminoacetamide (Compound No. 5). Conditions: time 30 minute. Run in CN(C=O)C (N,N-dimethylformamide). The reactants are N1(C=NC=C1)CC=1C=CC2=C(N(N=N2)O)C1 (6-(1H-imidazol-1-ylmethyl)-1H-benzotriazol-1-ol), C([O-])([O-])=O.[K+].[K+] (potassium carbonate), ClCC1=CC(=CC=C1)C (1-(chloromethyl)-3-methylbenzene). Reaction SMILES: [N:1]1([CH2:6][C:7]2[CH:8]=[CH:9][C:10]3[N:14]=[N:13][N:12]([OH:15])[C:11]=3[CH:16]=2)[CH:5]=[CH:4][N:3]=[CH:2]1.C(=O)([O-])[O-].[K+].[K+].Cl[CH2:24][C:25]1[CH:30]=[CH:29][CH:28]=[C:27]([CH3:31])[CH:26]=1>CN(C)C=O>[N:1]1([CH2:6][C:7]2[CH:8]=[CH:9][C:10]3[N:14]=[N:13][N:12]([O:15][CH2:24][C:25]4[CH:30]=[CH:29][CH:28]=[C:27]([CH3:31])[CH:26]=4)[C:11]=3[CH:16]=2)[CH:5]=[CH:4][N:3]=[CH:2]1 |f:1.2.3|. Procedure: A mixture of 3.2 parts of 6-(1H-imidazol-1-ylmethyl)-1H-benzotriazol-1-ol, 1 part of potassium carbonate and 27 parts of N,N-dimethylformamide was stirred for 30 minutes at room temperature. 2.1 Parts of 1-(chloromethyl)-3-methylbenzene were added and stirring was continued for 3 hours at room temperature. The mixture was allowed to stand overnight at room temperature and was evaporated. The residue was diluted with water and the product was extracted with dichloromethane. The extract was dried,... The yield is 70.9%. Yields the product N1(C=NC=C1)CC=1C=CC2=C(N(N=N2)OCC2=CC(=CC=C2)C)C1 (6-(1H-imidazol-1-ylmethyl)-1-[(3-methylphenyl)methoxy]-1H-benzotriazole). The reactants are C (charcoal), COC1=CC=C(C=C1)C=1N=C(SC1)C#N (4-(4-methoxyphenyl)-thiazole-2-carbonitrile), Cl.N1=CC=CC=C1 (pyridine hydrochloride), O (water). Run in CO (methanol). Reaction conditions: temperature 225 celsius. The product is OC1=CC=C(C=C1)C=1N=C(SC1)C#N (4-(4-hydroxyphenyl)-thiazole-2-carbonitrile). Yield: 66.0%. RXN SMILES: C[O:2][C:3]1[CH:8]=[CH:7][C:6]([C:9]2[N:10]=[C:11]([C:14]#[N:15])[S:12][CH:13]=2)=[CH:5][CH:4]=1.Cl.N1C=CC=CC=1.O.C>CO>[OH:2][C:3]1[CH:4]=[CH:5][C:6]([C:9]2[N:10]=[C:11]([C:14]#[N:15])[S:12][CH:13]=2)=[CH:7][CH:8]=1 |f:1.2|. Procedure details: A mixture of 4-(4-methoxyphenyl)-thiazole-2-carbonitrile (14.9 g) and pyridine hydrochloride (44.7 g) was heated at 225° C. for 1 h, then cooled and added to water (300 ml). The suspension was filtered and dried under vacuum at 50° C., to give a solid which was dissolved in methanol, treated with charcoal, filtered and recrystallised from methanol-water to give 4-(4-hydroxyphenyl)-thiazole-2-carbonitrile (9.2 g); m.p. 186°-197 ° C. Starting materials: COC1=C(COCCCOC2=CC=C(C=C2)C2C(CN(CC2)C(=O)OC(C)(C)C)OCCOS(=O)(=O)C2=CC=C(C=C2)C)C=CC=C1 (tert-butyl 4-{4-[3-(2-methoxybenzyloxy)propoxy]phenyl}-3-[2-(toluene-4-sulphonyloxy)ethoxy]piperidine-1-carboxylate), OC1=C(C=CC=C1)CCNC(C)=O (N-[2-(2-hydroxyphenyl)ethyl]acetamide). Yields the product C(C)(=O)NCCC1=C(OCCOC2CN(CCC2C2=CC=C(C=C2)OCCCOCC2=C(C=CC=C2)OC)C(=O)OC(C)(C)C)C=CC=C1 (tert-Butyl 3-{2-[2-(2-acetylaminoethyl)phenoxy]ethoxy}-4-{4-[3-(2-methoxybenzyloxy)propoxy]phenyl}piperidine-1-carboxylate). As a reaction SMILES: [CH3:1][O:2][C:3]1[CH:47]=[CH:46][CH:45]=[CH:44][C:4]=1[CH2:5][O:6][CH2:7][CH2:8][CH2:9][O:10][C:11]1[CH:16]=[CH:15][C:14]([CH:17]2[CH2:22][CH2:21][N:20]([C:23]([O:25][C:26]([CH3:29])([CH3:28])[CH3:27])=[O:24])[CH2:19][CH:18]2[O:30][CH2:31][CH2:32]OS(C2C=CC(C)=CC=2)(=O)=O)=[CH:13][CH:12]=1.[OH:48][C:49]1[CH:54]=[CH:53][CH:52]=[CH:51][C:50]=1[CH2:55][CH2:56][NH:57][C:58](=[O:60])[CH3:59]>>[C:58]([NH:57][CH2:56][CH2:55][C:50]1[CH:51]=[CH:52][CH:53]=[CH:54][C:49]=1[O:48][CH2:32][CH2:31][O:30][CH:18]1[CH:17]([C:14]2[CH:13]=[CH:12][C:11]([O:10][CH2:9][CH2:8][CH2:7][O:6][CH2:5][C:4]3[CH:44]=[CH:45][CH:46]=[CH:47][C:3]=3[O:2][CH3:1])=[CH:16][CH:15]=2)[CH2:22][CH2:21][N:20]([C:23]([O:25][C:26]([CH3:27])([CH3:29])[CH3:28])=[O:24])[CH2:19]1)(=[O:60])[CH3:59]. Procedure details: Analogously to Method G, 0.30 g of tert-butyl 4-{4-[3-(2-methoxybenzyloxy)propoxy]phenyl}-3-[2-(toluene-4-sulphonyloxy)ethoxy]piperidine-1-carboxylate and 0.16 g of N-[2-(2-hydroxyphenyl)ethyl]acetamide are reacted. The title compound is obtained as a colourless oil. Rf=0.17 (3:1 EtOAc-heptane); Rt=5.65. Starting materials: N1(CCOCC1)C=1N=C(NC(C1)=O)CC(=O)[O-].[Na+] (sodium [4-(morpholin-4-yl)-6-oxo-1,6-dihydropyrimidin-2-yl]acetate), NC=1C=C(C(=O)OC)C=CC1 (methyl 3-aminobenzoate). The product is N1(CCOCC1)C=1N=C(NC(C1)=O)CC(=O)NC=1C=C(C(=O)OC)C=CC1 (methyl 3-({[4-(morpholin-4-yl)-6-oxo-1,6-dihydropyrimidin-2-yl]acetyl}amino)benzoate). Isolated yield 43.0%. Reaction SMILES: [N:1]1([C:7]2[N:8]=[C:9]([CH2:14][C:15]([O-:17])=O)[NH:10][C:11](=[O:13])[CH:12]=2)[CH2:6][CH2:5][O:4][CH2:3][CH2:2]1.[Na+].[NH2:19][C:20]1[CH:21]=[C:22]([CH:27]=[CH:28][CH:29]=1)[C:23]([O:25][CH3:26])=[O:24]>>[N:1]1([C:7]2[N:8]=[C:9]([CH2:14][C:15]([NH:19][C:20]3[CH:21]=[C:22]([CH:27]=[CH:28][CH:29]=3)[C:23]([O:25][CH3:26])=[O:24])=[O:17])[NH:10][C:11](=[O:13])[CH:12]=2)[CH2:2][CH2:3][O:4][CH2:5][CH2:6]1 |f:0.1|. Reported procedure: The product is prepared according to the procedure described in Example 19, using 653 mg of sodium [4-(morpholin-4-yl)-6-oxo-1,6-dihydropyrimidin-2-yl]acetate prepared in stage 2 of Example 1 and 567 mg of methyl 3-aminobenzoate in place of the 3-(tert-butyl)aniline. 400 mg of methyl 3-({[4-(morpholin-4-yl)-6-oxo-1,6-dihydropyrimidin-2-yl]acetyl}amino)benzoate are obtained in the form of a white solid, the characteristics of which are the following: Procedure details: 2-(3-Chlorophenyl)-6-hydroxychroman-4-one was prepared as described for 2-(3-fluorophenyl)-6-hydroxychroman-4-one in Example 9(a) starting from 2.0 g of 2′,5′-dihydroxyacetophenone and 1.85 g of 3-chlorobenzaldehyde. The product was recrystallised from acetic acid. 1H NMR (400 MHz, d6-DMSO) δ: 9.47 (s, 1H), 7.62 (s, 1H), 7.51-7.45 (m, 3H), 7.12 (d, 1H, J 3.0 Hz), 7.05 (dd, 1H, J 8.8, 3.0 Hz), 6.98 (d, 1H, J 8.8 Hz), 5.58 (dd, 1H, J 13.1, 2.9 Hz), 3.18 (dd, 1H, J −16.9, 13.1 Hz), 2.81 (dd, 1H, J ... Reaction SMILES: F[C:2]1[CH:3]=[C:4]([CH:8]2[CH2:17][C:16](=[O:18])[C:15]3[C:10](=[CH:11][CH:12]=[C:13]([OH:19])[CH:14]=3)[O:9]2)[CH:5]=[CH:6][CH:7]=1.OC1C=CC(O)=CC=1C(=O)C.[Cl:31]C1C=C(C=CC=1)C=O>>[Cl:31][C:2]1[CH:3]=[C:4]([CH:8]2[CH2:17][C:16](=[O:18])[C:15]3[C:10](=[CH:11][CH:12]=[C:13]([OH:19])[CH:14]=3)[O:9]2)[CH:5]=[CH:6][CH:7]=1. Reactants: FC=1C=C(C=CC1)C1OC2=CC=C(C=C2C(C1)=O)O (2-(3-fluorophenyl)-6-hydroxychroman-4-one), OC1=C(C=C(C=C1)O)C(C)=O (2′,5′-dihydroxyacetophenone), ClC=1C=C(C=O)C=CC1 (3-chlorobenzaldehyde). Yields the product ClC=1C=C(C=CC1)C1OC2=CC=C(C=C2C(C1)=O)O (2-(3-Chlorophenyl)-6-hydroxychroman-4-one). The reactants are COC=1C=C(C=CC1OC)O (3,4-bis(methyloxy)phenol), CCN(C(C)C)C(C)C (DIPEA), COCCl (chloromethyl methyl ether). Run in C(Cl)Cl (DCM). Reaction conditions: time 17 hour. The product is COC1=C(C=C(C=C1)OCOC)OC (1,2-bis(methyloxy)-4-{[(methyloxy)methyl]oxy}benzene). RXN SMILES: [CH3:1][O:2][C:3]1[CH:4]=[C:5]([OH:11])[CH:6]=[CH:7][C:8]=1[O:9][CH3:10].CCN(C(C)C)C(C)C.[CH3:21][O:22][CH2:23]Cl>C(Cl)Cl>[CH3:10][O:9][C:8]1[CH:7]=[CH:6][C:5]([O:11][CH2:21][O:22][CH3:23])=[CH:4][C:3]=1[O:2][CH3:1]. Procedure: To a stirred solution of 3,4-bis(methyloxy)phenol (Commercial eg Alfa Aesar) (1.0 g) and DIPEA (2.28 ml) in DCM (15 ml) was added chloromethyl methyl ether (0.74 ml) at 0 C. After stirring at 25-30 C. for 17 h, the reaction was washed with dilute hydrochloric acid and saturated aqueous sodium bicarbonate. This was dried over sodium sulphate and purified through silica eluting with 0-5% ethyl acetate in hexane, to give the title compound, 0.80 g